The task is: describe an organic reaction: reactants, conditions, products, and yield. This data is from the Open Reaction Database (ORD), a public repository of structured organic reaction records. Reactants: O=C=NC1CCCC1, O=c1[nH]cc(F)c(=O)[nH]1, c1ccncc1. The product is O=C(NC1CCCC1)n1cc(F)c(=O)[nH]c1=O. RXN SMILES: [CH:1]1([N:6]=[C:7]=[O:8])[CH2:2][CH2:3][CH2:4][CH2:5]1.[F:9][c:10]1[c:11](=[O:17])[nH:12][c:13](=[O:16])[nH:14][cH:15]1.[cH:18]1[cH:19][cH:20][n:21][cH:22][cH:23]1>>[CH:1]1([NH:6][C:7](=[O:8])[n:14]2[c:13](=[O:16])[nH:12][c:11](=[O:17])[c:10]([F:9])[cH:15]2)[CH2:2][CH2:3][CH2:4][CH2:5]1. Reactants: BrC=1C(=C(C=C(C=O)C1)O)O (5-bromo-3,4-dihydroxybenzaldehyde), S(=O)(=O)(CC#N)CC#N (sulfonly diacetonitrile), N1CCCCC1 (piperidine). The solvent is C(C)O (ethanol). Product: BrC=1C=C(C=C(C1O)O)C=C(S(=O)(=O)CC#N)C#N (2-(3-bromo-4,5-dihydroxyphenyl)-1-cyano-1-cyanomethylsulfonly ethene). Yield: 6.3%. RXN SMILES: [Br:1][C:2]1[C:3]([OH:11])=[C:4]([OH:10])[CH:5]=[C:6]([CH:9]=1)[CH:7]=O.[S:12]([CH2:18][C:19]#[N:20])([CH2:15][C:16]#[N:17])(=[O:14])=[O:13].N1CCCCC1>C(O)C>[Br:1][C:2]1[CH:9]=[C:6]([CH:7]=[C:15]([C:16]#[N:17])[S:12]([CH2:18][C:19]#[N:20])(=[O:14])=[O:13])[CH:5]=[C:4]([OH:10])[C:3]=1[OH:11]. Reported procedure: A mixture of 500 mg of 5-bromo-3,4-dihydroxybenzaldehyde and 700 mg of sulfonly diacetonitrile in 6 ml of ethanol was refluxed with few drops of piperidine for 4 hours. Ethanol was removed in rotavap and the mixture worked up with ethyl acetate, diluted acid and brine. A portion of the crude was then purified by HPLC on a C-18 column to provide about 50 mg of 2-(3-bromo-4,5-dihydroxyphenyl)-1-cyano-1-cyanomethylsulfonly ethene. Reactants: N1(CCCC1)CCCO (3-(Pyrrolidin-1-yl)propan-1-ol), [H-].[Na+] (sodium hydride), FC=1C(=CC=2C3=C(C=NC2C1)N(C(N3[C@@H]3C[C@@H](C3)OC)=O)C)C=3C=NC(=CC3)F (7-Fluoro-8-(6-fluoropyridin-3-yl)-1-(cis-3-methoxycyclobutyl)-3-methylimidazo[4,5-c]quinolin-2-one). Run in C1CCOC1 (THF). Reaction conditions: time 2 hour. Product: FC=1C(=CC=2C3=C(C=NC2C1)N(C(N3[C@@H]3C[C@@H](C3)OC)=O)C)C=3C=NC(=CC3)OCCCN3CCCC3 (7-Fluoro-1-(cis-3-methoxycyclobutyl)-3-methyl-8-[6-(3-pyrrolidin-1-ylpropoxy)pyridin-3-yl]imidazo[4,5-c]quinolin-2-one). Isolated yield 39.6%. Reaction SMILES: [N:1]1([CH2:6][CH2:7][CH2:8][OH:9])[CH2:5][CH2:4][CH2:3][CH2:2]1.[H-].[Na+].[F:12][C:13]1[C:14]([C:34]2[CH:35]=[N:36][C:37](F)=[CH:38][CH:39]=2)=[CH:15][C:16]2[C:17]3[N:25]([C@H:26]4[CH2:29][C@@H:28]([O:30][CH3:31])[CH2:27]4)[C:24](=[O:32])[N:23]([CH3:33])[C:18]=3[CH:19]=[N:20][C:21]=2[CH:22]=1>C1COCC1>[F:12][C:13]1[C:14]([C:34]2[CH:35]=[N:36][C:37]([O:9][CH2:8][CH2:7][CH2:6][N:1]3[CH2:5][CH2:4][CH2:3][CH2:2]3)=[CH:38][CH:39]=2)=[CH:15][C:16]2[C:17]3[N:25]([C@H:26]4[CH2:29][C@@H:28]([O:30][CH3:31])[CH2:27]4)[C:24](=[O:32])[N:23]([CH3:33])[C:18]=3[CH:19]=[N:20][C:21]=2[CH:22]=1 |f:1.2|. Procedure: 3-(Pyrrolidin-1-yl)propan-1-ol (46.9 mg, 0.36 mmol) was added to sodium hydride (29.1 mg, 1.21 mmol) in THF (4 mL) at ambient temperature over a period of 20 minutes. 7-Fluoro-8-(6-fluoropyridin-3-yl)-1-(cis-3-methoxycyclobutyl)-3-methylimidazo[4,5-c]quinolin-2-one (120 mg, 0.30 mmol) was added. The resulting mixture was stirred at ambient temperature for 2 h. The reaction mixture was quenched with water and the crude product purified by FCC, elution gradient 0 to 5% MeOH in DCM. The crude produ... The reactants are BrC=1N=CC(=C2C1NC=C2)OC (7-bromo-4-methoxy-1H-pyrrolo[2,3-c]pyridine), C([O-])([O-])=O.[K+].[K+] (potassium carbonate), N1N=C(N=C1)NC(C(C)(C)C)=O (N-(1H-1,2,4-triazol-3-yl)pivalamide), CN[C@H]1[C@@H](CCCC1)NC ((1R,2R)—N1,N2-dimethylcyclohexane-1,2-diamine). Reagents/catalysts: [Cu]I (copper(I) iodide). Solvent: O1CCOCC1 (1,4-dioxane). Conditions: temperature 110 celsius. The product is COC1=C2C(=C(N=C1)N1N=C(N=C1)NC(C(C)(C)C)=O)NC=C2 (N-(1-(4-methoxy-1H-pyrrolo[2,3-c]pyridin-7-yl)-1H-1,2,4-triazol-3-yl)pivalamide). Isolated yield 26.0%. As a reaction SMILES: Br[C:2]1[N:3]=[CH:4][C:5]([O:11][CH3:12])=[C:6]2[CH:10]=[CH:9][NH:8][C:7]=12.C(=O)([O-])[O-].[K+].[K+].[NH:19]1[CH:23]=[N:22][C:21]([NH:24][C:25](=[O:30])[C:26]([CH3:29])([CH3:28])[CH3:27])=[N:20]1.CN[C@@H]1CCCC[C@H]1NC>O1CCOCC1.[Cu]I>[CH3:12][O:11][C:5]1[CH:4]=[N:3][C:2]([N:19]2[CH:23]=[N:22][C:21]([NH:24][C:25](=[O:30])[C:26]([CH3:28])([CH3:27])[CH3:29])=[N:20]2)=[C:7]2[NH:8][CH:9]=[CH:10][C:6]=12 |f:1.2.3|. Procedure details: A mixture of 7-bromo-4-methoxy-1H-pyrrolo[2,3-c]pyridine (250 mg, 1.101 mmol), potassium carbonate (457 mg, 3.30 mmol), copper(I) iodide (105 mg, 0.551 mmol), N-(1H-1,2,4-triazol-3-yl)pivalamide and (1R,2R)—N1,N2-dimethylcyclohexane-1,2-diamine (78 mg, 0.551 mmol) in 1,4-dioxane (2 mL) were heated up at 110° C. for 13 h. The reaction mixture was filtered through a silica gel pad and concentrated under reduced pressure. The resulting crude was purified by prep HPLC to give N-(1-(4-methoxy-1H-pyrr... The reactants are [BH4-].[Na+] (NaBH4), O (water), O=C1CN(CCC1)C(=O)OC(C)(C)C (tert-butyl 3-oxopiperidine-1-carboxylate), NC(C)C (2-aminopropane). The solvent is CO (MeOH), C(Cl)Cl (CH2Cl2). Reaction conditions: time 12 hour. Product: C(C)(C)NC1CN(CCC1)C(=O)OC(C)(C)C (tert-butyl 3-(isopropylamino)piperidine-1-carboxylate). Isolated yield 82.3%. As a reaction SMILES: O=[C:2]1[CH2:7][CH2:6][CH2:5][N:4]([C:8]([O:10][C:11]([CH3:14])([CH3:13])[CH3:12])=[O:9])[CH2:3]1.[NH2:15][CH:16]([CH3:18])[CH3:17].[BH4-].[Na+].O>CO.C(Cl)Cl>[CH:16]([NH:15][CH:2]1[CH2:7][CH2:6][CH2:5][N:4]([C:8]([O:10][C:11]([CH3:14])([CH3:13])[CH3:12])=[O:9])[CH2:3]1)([CH3:18])[CH3:17] |f:2.3|. Procedure: A solution of tert-butyl 3-oxopiperidine-1-carboxylate (2 g, 10.03 mmol) and 2-aminopropane (710 mg, 12.04 mmol) in MeOH (40 mL) was stirred at rt for 1 h. To the solution was added NaBH4 (758 mg, 20.06 mmol) at 0° C. and the reaction mixture was stirred at rt for 12 h. The reaction mixture was diluted with ice-cooled water and the solvent was reduced to afford a residue which was dissolved in CH2Cl2 and washed with water. The organic layer was dried over Na2SO4, concentrated in vacuo and purifi... The reactants are ClC=1C=C(C=CC1)C1=CC(=C2C(=N1)CCC2)C(C2=CC=C(C=C2)CC(=O)OCC)O (ethyl 2-(4-((2-(3-chlorophenyl)-6,7-dihydro-5H-cyclopenta[b]pyridin-4-yl)(hydroxy)methyl)phenyl)acetate), CC(C)C[AlH]CC(C)C (DIBAL), hydrochloride salt. Yields the product ClC=1C=C(C=CC1)C1=CC(=C2C(=N1)CCC2)C(C2=CC=C(C=C2)CCO)O (2-(4-((2-(3-Chlorophenyl)-6,7-dihydro-5H-cyclopenta[b]pyridin-4-yl)(hydroxy)methyl)phenyl)ethanol). Isolated yield 82.5%. As a reaction SMILES: [Cl:1][C:2]1[CH:3]=[C:4]([C:8]2[N:13]=[C:12]3[CH2:14][CH2:15][CH2:16][C:11]3=[C:10]([CH:17]([OH:30])[C:18]3[CH:23]=[CH:22][C:21]([CH2:24][C:25](OCC)=[O:26])=[CH:20][CH:19]=3)[CH:9]=2)[CH:5]=[CH:6][CH:7]=1.CC(C[AlH]CC(C)C)C>>[Cl:1][C:2]1[CH:3]=[C:4]([C:8]2[N:13]=[C:12]3[CH2:14][CH2:15][CH2:16][C:11]3=[C:10]([CH:17]([OH:30])[C:18]3[CH:19]=[CH:20][C:21]([CH2:24][CH2:25][OH:26])=[CH:22][CH:23]=3)[CH:9]=2)[CH:5]=[CH:6][CH:7]=1. Procedure: Following general procedure E1, ethyl 2-(4-((2-(3-chlorophenyl)-6,7-dihydro-5H-cyclopenta[b]pyridin-4-yl)(hydroxy)methyl)phenyl)acetate (0.065 g, 0.15 mmol) was reacted with DIBAL (1.0 M, 0.46 mL, 0.46 mmol), followed by formation of the hydrochloride salt to afford the title compound (0.047 g, 73%) as a white solid. MW=379.88. 1H NMR (DMSO-d6, 500 MHz) δ 8.10-8.07 (m, 1H), 8.03 (s, 1H), 8.00-7.97 (m, 1H), 7.59-7.52 (m, 2H), 7.31 (d, J=8.0 Hz, 2H), 7.16 (d, J=8.0 Hz, 2H), 5.78 (s, 1H), 3.56 (t, ... Procedure details: To a stirred mixture of N-[(2-chloro-3,4-difluorophenyl)methyl]-3-methyl-2-oxo-4-imidazolidinecarboxamide (60.7 mg, 0.2 mmol) (prepared as described in Example 28), 5-iodo-1-methyl-1H-pyrazole (41.6 mg, 0.2 mmol) in 1,4-dioxane (4 ml) was added potassium phosphate (212 mg, 1 mmol), copper (I) iodide (38.1 mg, 0.2 mmol) and trans-N,N-dimethylcyclohexane-1,2-diamine (0.032 ml, 0.2 mmol) and the mixture was heated at reflux under argon for 1 h. The mixture was cooled to room temperature and partiti... Yield: 23.5%. The reagents and catalysts are [Cu]I (copper (I) iodide). Run in O1CCOCC1 (1,4-dioxane). Starting materials: ClC1=C(C=CC(=C1F)F)CNC(=O)C1N(C(NC1)=O)C (N-[(2-chloro-3,4-difluorophenyl)methyl]-3-methyl-2-oxo-4-imidazolidinecarboxamide), IC1=CC=NN1C (5-iodo-1-methyl-1H-pyrazole), P(=O)([O-])([O-])[O-].[K+].[K+].[K+] (potassium phosphate), CN([C@H]1[C@@H](CCCC1)N)C (trans-N,N-dimethylcyclohexane-1,2-diamine). The product is ClC1=C(C=CC(=C1F)F)CNC(=O)C1N(C(N(C1)C1=CC=NN1C)=O)C (N-[(2-chloro-3,4-difluorophenyl)methyl]-3-methyl-1-(1-methyl-1H-pyrazol-5-yl)-2-oxo-4-imidazolidinecarboxamide). Reaction SMILES: [Cl:1][C:2]1[C:7]([F:8])=[C:6]([F:9])[CH:5]=[CH:4][C:3]=1[CH2:10][NH:11][C:12]([CH:14]1[CH2:18][NH:17][C:16](=[O:19])[N:15]1[CH3:20])=[O:13].I[C:22]1[N:26]([CH3:27])[N:25]=[CH:24][CH:23]=1.P([O-])([O-])([O-])=O.[K+].[K+].[K+].CN(C)[C@@H]1CCCC[C@H]1N>O1CCOCC1.[Cu]I>[Cl:1][C:2]1[C:7]([F:8])=[C:6]([F:9])[CH:5]=[CH:4][C:3]=1[CH2:10][NH:11][C:12]([CH:14]1[CH2:18][N:17]([C:22]2[N:26]([CH3:27])[N:25]=[CH:24][CH:23]=2)[C:16](=[O:19])[N:15]1[CH3:20])=[O:13] |f:2.3.4.5|. Starting materials: [Br-], Cc1c(C)c(C)c(P(C(C)(C)C)C(C)(C)C)c(-c2c(C(C)C)cc(C(C)C)cc2C(C)C)c1C, CCn1c(=O)n(-c2ccc(OCc3ccccc3)cc2)c2ncc(Cl)cc21, CCCCCCCCCCCCCCCC[N+](C)(C)C, CI, [K+], C1COCCO1, [OH-], O. Product: CCn1c(=O)n(-c2ccc(OCc3ccccc3)cc2)c2ncc(OC)cc21. Reaction SMILES: [Br-:73].[C:28]([P:29]([C:30]([CH3:31])([CH3:32])[CH3:33])[c:34]1[c:35]([CH3:36])[c:37]([CH3:38])[c:39]([CH3:40])[c:41]([CH3:42])[c:43]1-[c:44]1[c:45]([CH:46]([CH3:47])[CH3:48])[cH:49][c:50]([CH:51]([CH3:52])[CH3:53])[cH:54][c:55]1[CH:56]([CH3:57])[CH3:58])([CH3:59])([CH3:60])[CH3:61].[CH2:1]([c:2]1[cH:3][cH:4][cH:5][cH:6][cH:7]1)[O:8][c:9]1[cH:10][cH:11][c:12](-[n:15]2[c:16](=[O:27])[n:17]([CH2:25][CH3:26])[c:18]3[c:19]2[n:20][cH:21][c:22]([Cl:24])[cH:23]3)[cH:13][cH:14]1.[CH3:74][CH2:75][CH2:76][CH2:77][CH2:78][CH2:79][CH2:80][CH2:81][CH2:82][CH2:83][CH2:84][CH2:85][CH2:86][CH2:87][CH2:88][CH2:89][N+:90]([CH3:91])([CH3:92])[CH3:93].[I:64][CH3:65].[K+:63].[O:66]1[CH2:67][CH2:68][O:69][CH2:70][CH2:71]1.[OH-:62].[OH2:72]>>[CH2:1]([c:2]1[cH:3][cH:4][cH:5][cH:6][cH:7]1)[O:8][c:9]1[cH:10][cH:11][c:12](-[n:15]2[c:16](=[O:27])[n:17]([CH2:25][CH3:26])[c:18]3[c:19]2[n:20][cH:21][c:22]([O:62][CH3:65])[cH:23]3)[cH:13][cH:14]1. Reactants: C1CC2=CC=CC3=CC=CC1=C23.ClCCl (acenaphthene dichloromethane). Reagents/catalysts: O(C1=CC=CC=C1)C1=CC=C(C(=O)Cl)C=C1 (p-phenoxybenzoyl chloride). The solvent is FC(C(=O)O)(F)F (trifluoroacetic acid). The product is C1CC2=CC=CC3=CC=CC1=C23 (Acenaphthene). As a reaction SMILES: [CH2:1]1[C:11]2=[C:12]3[C:7](=[CH:8][CH:9]=[CH:10]2)[CH:6]=[CH:5][CH:4]=[C:3]3[CH2:2]1.ClCCl>O(C1C=CC(C(Cl)=O)=CC=1)C1C=CC=CC=1.FC(F)(F)C(O)=O>[CH2:2]1[C:3]2=[C:12]3[C:7](=[CH:6][CH:5]=[CH:4]2)[CH:8]=[CH:9][CH:10]=[C:11]3[CH2:1]1 |f:0.1|. Procedure: In a small vial, about 200 mg (12 drops) of crude p-phenoxybenzoyl chloride is dissolved in about 2 ml of trifluoroacetic acid. To this yellowish-brown solution is added three drops of 5 wt % acenaphthene/dichloromethane solution. The vial is swirled to mix the contents thoroughly and the color is immediately observed. Reactants: ClC1=CC=C(S1)C(=O)NC(C(=O)OC)COCCOC (methyl 2-(5-chlorothiophen-2yl)carbonylamino-3-(2-methoxyethyloxy)propionate), [OH-].[Li+] (lithium hydroxide), CN1CCC2=C(CC1)C=C(C=C2)N (3-methyl-2,3,4,5-tetrahydro-1H-benzo[d]azepin-7-ylamine), CCOC1C=CC2=CC=CC=C2N1C(=O)OCC (EEDQ). Product: COCCOCC(C(NC1=CC2=C(CCN(CC2)C)C=C1)=O)NC(=O)C=1SC(=CC1)Cl (5-chloro-thiophene-2-carboxylic acid-N-[2-(2-methoxyethyloxy)-1-(3-methyl-2,3,4,5-tetrahydro-1H-benzo[d]azepin-7-ylcarbamoyl)-ethyl]-amide). As a reaction SMILES: [Cl:1][C:2]1[S:6][C:5]([C:7]([NH:9][CH:10]([CH2:15][O:16][CH2:17][CH2:18][O:19][CH3:20])[C:11]([O:13]C)=O)=[O:8])=[CH:4][CH:3]=1.[OH-].[Li+].[CH3:23][N:24]1[CH2:30][CH2:29][C:28]2[CH:31]=[C:32]([NH2:35])[CH:33]=[CH:34][C:27]=2[CH2:26][CH2:25]1.CCOC1N(C(OCC)=O)C2C(=CC=CC=2)C=C1>>[CH3:20][O:19][CH2:18][CH2:17][O:16][CH2:15][CH:10]([NH:9][C:7]([C:5]1[S:6][C:2]([Cl:1])=[CH:3][CH:4]=1)=[O:8])[C:11](=[O:13])[NH:35][C:32]1[CH:33]=[CH:34][C:27]2[CH2:26][CH2:25][N:24]([CH3:23])[CH2:30][CH2:29][C:28]=2[CH:31]=1 |f:1.2|. Procedure: The title compound is prepared from methyl 2-(5-chlorothiophen-2yl)carbonylamino-3-(2-methoxyethyloxy)propionate by lithium hydroxide saponification and subsequent reaction with 3-methyl-2,3,4,5-tetrahydro-1H-benzo[d]azepin-7-ylamine with EEDQ analogously to Example 58(c).